Dataset: the Open Reaction Database (ORD), a public repository of structured organic reaction records. Task: describe an organic reaction: reactants, conditions, products, and yield Starting materials: O=[N+]([O-])c1scc(Br)c1-n1nccn1, CC(=O)O, [Fe], O. Product: Nc1scc(Br)c1-n1nccn1. RXN SMILES: [Br:1][c:2]1[c:3](-[n:10]2[n:11][cH:12][cH:13][n:14]2)[c:4]([N+:7]([O-:8])=[O:9])[s:5][cH:6]1.[CH3:15][C:16](=[O:17])[OH:18].[Fe:19].[OH2:20]>>[Br:1][c:2]1[c:3](-[n:10]2[n:11][cH:12][cH:13][n:14]2)[c:4]([NH2:7])[s:5][cH:6]1. The reactants are CSc1ncc(Br)c(NC2CCCN(S(C)(=O)=O)C2)n1, C[Si](C)(C)CCOCn1ccc2nc([Sn](C)(C)C)cnc21, C[Sn](C)(C)[Sn](C)(C)C, Cc1ccccc1, [Sn]. The product is CSc1ncc(-c2cnc3c(ccn3COCC[Si](C)(C)C)n2)c(NC2CCCN(S(C)(=O)=O)C2)n1. RXN SMILES: [Br:31][c:32]1[c:33]([NH:40][CH:41]2[CH2:42][N:43]([S:47](=[O:48])(=[O:49])[CH3:50])[CH2:44][CH2:45][CH2:46]2)[n:34][c:35]([S:38][CH3:39])[n:36][cH:37]1.[CH3:10][Si:11]([CH2:12][CH2:13][O:14][CH2:15][n:16]1[cH:17][cH:18][c:19]2[c:20]1[n:21][cH:22][c:23]([Sn:25]([CH3:26])([CH3:27])[CH3:28])[n:24]2)([CH3:29])[CH3:30].[CH3:1][Sn:2]([CH3:3])([CH3:4])[Sn:5]([CH3:6])([CH3:7])[CH3:8].[CH3:51][c:52]1[cH:53][cH:54][cH:55][cH:56][cH:57]1.[Sn:9]>>[CH3:10][Si:11]([CH2:12][CH2:13][O:14][CH2:15][n:16]1[cH:17][cH:18][c:19]2[c:20]1[n:21][cH:22][c:23](-[c:32]1[c:33]([NH:40][CH:41]3[CH2:42][N:43]([S:47](=[O:48])(=[O:49])[CH3:50])[CH2:44][CH2:45][CH2:46]3)[n:34][c:35]([S:38][CH3:39])[n:36][cH:37]1)[n:24]2)([CH3:29])[CH3:30]. Reactants: COc1ccc(CSC(C)(C)C(=O)NCCN(CCNC(=O)C(C)(C)SCc2ccc(OC)cc2)Cc2ccc(N)cc2)cc1, S=C(Cl)Cl, ClCCl. Yields the product COc1ccc(CSC(C)(C)C(=O)NCCN(CCNC(=O)C(C)(C)SCc2ccc(OC)cc2)Cc2ccc(N=C=S)cc2)cc1. As a reaction SMILES: [CH3:1][O:2][c:3]1[cH:4][cH:5][c:6]([CH2:7][S:8][C:9]([C:10](=[O:11])[NH:12][CH2:13][CH2:14][N:15]([CH2:16][CH2:17][NH:18][C:19]([C:20]([CH3:21])([S:22][CH2:23][c:24]2[cH:25][cH:26][c:27]([O:30][CH3:31])[cH:28][cH:29]2)[CH3:32])=[O:33])[CH2:34][c:35]2[cH:36][cH:37][c:38]([NH2:41])[cH:39][cH:40]2)([CH3:42])[CH3:43])[cH:44][cH:45]1.[Cl:46][C:47]([Cl:48])=[S:49].[Cl:50][CH2:51][Cl:52]>>[CH3:1][O:2][c:3]1[cH:4][cH:5][c:6]([CH2:7][S:8][C:9]([C:10](=[O:11])[NH:12][CH2:13][CH2:14][N:15]([CH2:16][CH2:17][NH:18][C:19]([C:20]([CH3:21])([S:22][CH2:23][c:24]2[cH:25][cH:26][c:27]([O:30][CH3:31])[cH:28][cH:29]2)[CH3:32])=[O:33])[CH2:34][c:35]2[cH:36][cH:37][c:38]([N:41]=[C:47]=[S:49])[cH:39][cH:40]2)([CH3:42])[CH3:43])[cH:44][cH:45]1.